From a dataset of the Open Reaction Database (ORD), a public repository of structured organic reaction records. describe an organic reaction: reactants, conditions, products, and yield Reactants: ClC1=CC=C2C(C(=CN(C2=C1)C1=CC=CC=C1)CNC(OC1=CC=C(C=C1)[N+](=O)[O-])=O)=O (4-nitrophenyl (7-chloro-4-oxo-1-phenyl-1,4-dihydroquinolin-3-yl)methylcarbamate), C(C)(C)(C)OC(N[C@@H]1CC[C@H](CC1)N)=O (trans-(4-amino-cyclohexyl)-carbamic acid tert-butyl ester). Yields the product C(C)(C)(C)OC(NC1CCC(CC1)NC(=O)NCC1=CN(C2=CC(=CC=C2C1=O)Cl)C1=CC=CC=C1)=O ({4-[3-(7-Chloro-4-oxo-1-phenyl-1,4-dihydro-quinolin-3-ylmethyl)-ureido]-cyclohexyl}-carbamic acid tert-butyl ester). Reaction SMILES: [Cl:1][C:2]1[CH:11]=[C:10]2[C:5]([C:6](=[O:32])[C:7]([CH2:18][NH:19][C:20](=[O:31])OC3C=CC([N+]([O-])=O)=CC=3)=[CH:8][N:9]2[C:12]2[CH:17]=[CH:16][CH:15]=[CH:14][CH:13]=2)=[CH:4][CH:3]=1.[C:33]([O:37][C:38](=[O:47])[NH:39][C@H:40]1[CH2:45][CH2:44][C@H:43]([NH2:46])[CH2:42][CH2:41]1)([CH3:36])([CH3:35])[CH3:34]>>[C:33]([O:37][C:38](=[O:47])[NH:39][CH:40]1[CH2:41][CH2:42][CH:43]([NH:46][C:20]([NH:19][CH2:18][C:7]2[C:6](=[O:32])[C:5]3[C:10](=[CH:11][C:2]([Cl:1])=[CH:3][CH:4]=3)[N:9]([C:12]3[CH:13]=[CH:14][CH:15]=[CH:16][CH:17]=3)[CH:8]=2)=[O:31])[CH2:44][CH2:45]1)([CH3:36])([CH3:34])[CH3:35]. Procedure details: {4-[3-(7-Chloro-4-oxo-1-phenyl-1,4-dihydro-quinolin-3-ylmethyl)-ureido]-cyclohexyl}-carbamic acid tert-butyl ester was prepared was prepared starting from intermediate M and trans-(4-amino-cyclohexyl)-carbamic acid tert-butyl ester. MS calcd. for C28H34ClN4O4 [(M+H)+] 525.2, obsd. 525.1. The reactants are BrC=1N=CNC1 (4-bromo-1H-imidazole), FC=1C=C(C=CC1)B(O)O (3-fluorophenylboronic acid), CC1(OB(OC1(C)C)C=1C=CC2=C(C[C@H]3CC[C@@H](C2)[C@@]32NS(N(C2)CC(F)(F)F)(=O)=O)C1)C ([6S,9R,11R] 2′,3′,4′,5,5′,6,7,8,9,10-Decahydro-2-(4,4,5,5-tetramethyl-[1,3,2]-dioxaborolan-2-yl)-5′-(2,2,2-trifluoroethyl)spiro[6,9-methanobenzocyclooctene-11,3′-[1,2,5]thiadiazole] 1′,1′-dioxide). Product: FC=1C=C(C=CC1)N1C=NC(=C1)C=1C=CC2=C(C[C@H]3CC[C@@H](C2)[C@@]32NS(N(C2)CC(F)(F)F)(=O)=O)C1 ([6S,9R,11R] 2′,3′,4′,5,5′,6,7,8,9,10-Decahydro-2-(1-(3-fluorophenyl)-imidazol-4-yl)-5′-(2,2,2-trifluoroethyl)-spiro[6,9-methanobenzocyclooctene-11,3′-[1,2,5]thiadiazole] 1′,1′-dioxide). As a reaction SMILES: Br[C:2]1[N:3]=[CH:4][NH:5][CH:6]=1.[F:7][C:8]1[CH:9]=[C:10](B(O)O)[CH:11]=[CH:12][CH:13]=1.CC1(C)C(C)(C)OB([C:25]2[CH:26]=[CH:27][C:28]3[CH2:35][C@H:34]4[C@:36]5([CH2:40][N:39]([CH2:41][C:42]([F:45])([F:44])[F:43])[S:38](=[O:47])(=[O:46])[NH:37]5)[C@H:31]([CH2:32][CH2:33]4)[CH2:30][C:29]=3[CH:48]=2)O1>>[F:7][C:8]1[CH:9]=[C:10]([N:5]2[CH:6]=[C:2]([C:25]3[CH:26]=[CH:27][C:28]4[CH2:35][C@H:34]5[C@:36]6([CH2:40][N:39]([CH2:41][C:42]([F:45])([F:44])[F:43])[S:38](=[O:46])(=[O:47])[NH:37]6)[C@H:31]([CH2:32][CH2:33]5)[CH2:30][C:29]=4[CH:48]=3)[N:3]=[CH:4]2)[CH:11]=[CH:12][CH:13]=1. Procedure: Prepared from 4-bromo-1H-imidazole, 3-fluorophenylboronic acid and homochiral boronate from Example 24 Step 1 following the procedures in Example 76 Steps 1 and 2. δ (1H, 360 MHz, CDCl3) 1.33-1.43 (2H, m), 1.69-1.73 (2H, m), 2.45-2.48 (2H, m), 2.68-2.82 (2H, m), 3.20-3.26 (2H, m), 3.44 (2H, s), 3.68 (2H, q, J=8.7 Hz), 4.75 (1H, s), 7.07-7.20 (3H, m), 7.24 (1H, s), 7.45-7.56 (3H, m), 7.61 (1H, s), 7.89 (1H, s). MS (ES+) 521 ([MH]+). Starting materials: COC1=CC=C(C=C1)C(CC(C(F)(F)F)=O)=O (1-(4-methoxy-phenyl)-4,4,4-trifluoro-butane-1,3-dione), 4-methoxy-acetophenone, NC=1N=CNC1C#N (4-amino-5-cyano-1H-imidazole). The product is COC1=CC=C(C=C1)C1=NC=2N(C(=C1)C(F)(F)F)C=NC2C#N (2-(4-Methoxy-phenyl)-4-trifluoromethyl-imidazo[1,5-a]pyrimidine-8-carbonitrile). The yield is 39.3%. Reaction SMILES: [CH3:1][O:2][C:3]1[CH:8]=[CH:7][C:6]([C:9](=O)[CH2:10][C:11](=O)[C:12]([F:15])([F:14])[F:13])=[CH:5][CH:4]=1.[NH2:18][C:19]1[N:20]=[CH:21][NH:22][C:23]=1[C:24]#[N:25]>>[CH3:1][O:2][C:3]1[CH:8]=[CH:7][C:6]([C:9]2[CH:10]=[C:11]([C:12]([F:15])([F:14])[F:13])[N:20]3[CH:21]=[N:22][C:23]([C:24]#[N:25])=[C:19]3[N:18]=2)=[CH:5][CH:4]=1. Reported procedure: Reaction of 1-(4-methoxy-phenyl)-4,4,4-trifluoro-butane-1,3-dione (246 mg, 1.0 mmol), prepared from commercially available 4-methoxy-acetophenone according to general procedure A, and 4-amino-5-cyano-1H-imidazole (108 mg, 1.0 mmol) according to general procedure B yielded the title compound as a yellow solid (125 mg, 39%). MS (ISP) 319.1 [(M+H)+]; mp 192° C. The reactants are CC(=O)OC(C)=O, O=CO, CC(C)CCCC(C)C1CCC2C3CCC4CC(N)CCC4(C)C3CCC12C. Product: CC(C)CCCC(C)C1CCC2C3CCC4CC(NC=O)CCC4(C)C3CCC12C. RXN SMILES: [CH3:29][C:30](=[O:31])[O:32][C:33](=[O:34])[CH3:35].[CH:36]([OH:37])=[O:38].[NH2:1][CH:2]1[CH2:3][CH:4]2[CH2:5][CH2:6][CH:7]3[CH:8]4[CH2:9][CH2:10][CH:11]([CH:12]([CH2:13][CH2:14][CH2:15][CH:16]([CH3:17])[CH3:18])[CH3:19])[C:20]4([CH3:28])[CH2:21][CH2:22][CH:23]3[C:24]2([CH3:27])[CH2:25][CH2:26]1>>[NH:1]([CH:2]1[CH2:3][CH:4]2[CH2:5][CH2:6][CH:7]3[CH:8]4[CH2:9][CH2:10][CH:11]([CH:12]([CH2:13][CH2:14][CH2:15][CH:16]([CH3:17])[CH3:18])[CH3:19])[C:20]4([CH3:28])[CH2:21][CH2:22][CH:23]3[C:24]2([CH3:27])[CH2:25][CH2:26]1)[CH:30]=[O:31].